Dataset: the Open Reaction Database (ORD), a public repository of structured organic reaction records. Task: describe an organic reaction: reactants, conditions, products, and yield Starting materials: CC#N, [Cl-], C[N+](C)=C(Cl)Cl, N#CCn1ccc2ccc(Cl)cc21, O. The product is CN(C)C(=O)c1cn(CC#N)c2cc(Cl)ccc12. RXN SMILES: [CH3:22][C:23]#[N:24].[Cl-:14].[Cl:15][C:16]([Cl:17])=[N+:18]([CH3:19])[CH3:20].[Cl:1][c:2]1[cH:3][cH:4][c:5]2[cH:6][cH:7][n:8]([CH2:11][C:12]#[N:13])[c:9]2[cH:10]1.[OH2:21]>>[Cl:1][c:2]1[cH:3][cH:4][c:5]2[c:6]([C:16]([N:18]([CH3:19])[CH3:20])=[O:21])[cH:7][n:8]([CH2:11][C:12]#[N:13])[c:9]2[cH:10]1. Reactants: CC1=NN(C(=C1C1=CC=CC=C1)C)C1=CC=C(C=C1)CCNC(OC1=CC=CC=C1)=O (Phenyl 2-[4-(3,5-dimethyl-4-phenyl-1H-pyrazol-1-yl)phenyl]ethylcarbamate), FC=1C=C(C=CC1)S(=O)(=O)N (3-fluorobenzenesulfonamide). The product is CC1=NN(C(=C1C1=CC=CC=C1)C)C1=CC=C(C=C1)CCNC(=O)NS(=O)(=O)C1=CC(=CC=C1)F (N-[({2-[4-(3,5-Dimethyl-4-phenyl-1H-pyrazol-1-yl)phenyl]ethyl}amino)carbonyl]-3-fluorobenzenesulfonamide). RXN SMILES: [CH3:1][C:2]1[C:6]([C:7]2[CH:12]=[CH:11][CH:10]=[CH:9][CH:8]=2)=[C:5]([CH3:13])[N:4]([C:14]2[CH:19]=[CH:18][C:17]([CH2:20][CH2:21][NH:22][C:23](=O)[O:24]C3C=CC=CC=3)=[CH:16][CH:15]=2)[N:3]=1.[F:32][C:33]1[CH:34]=[C:35]([S:39]([NH2:42])(=[O:41])=[O:40])[CH:36]=[CH:37][CH:38]=1>>[CH3:1][C:2]1[C:6]([C:7]2[CH:12]=[CH:11][CH:10]=[CH:9][CH:8]=2)=[C:5]([CH3:13])[N:4]([C:14]2[CH:19]=[CH:18][C:17]([CH2:20][CH2:21][NH:22][C:23]([NH:42][S:39]([C:35]3[CH:36]=[CH:37][CH:38]=[C:33]([F:32])[CH:34]=3)(=[O:41])=[O:40])=[O:24])=[CH:16][CH:15]=2)[N:3]=1. Procedure: The title compound was prepared according to the procedure described in step 2 of Example 22 from phenyl 2-[4-(3,5-dimethyl-4-phenyl-1H-pyrazol-1-yl)phenyl]ethylcarbamate (step 1 of Example 22) and 3-fluorobenzenesulfonamide: 1H-NMR (CDCl3) δ 7.70-7.59 (2H, m), 7.45-7.17 (11H, m), 6.41 (1H, br.s), 3.47-3.37 (2H, m), 2.77-2.73 (2H, m), 2.27 (3H, s), 2.21 (3H, s). The reactants are COC=1C(=NN(C1)COCC[Si](C)(C)C)C(=O)O (4-methoxy-1-((2-(trimethylsilyl)ethoxy)methyl)-1H-pyrazole-3-carboxylic acid), COC=1C(=NN(C1)COCC[Si](C)(C)C)C(=O)O (4-methoxy-1-((2-(trimethylsilyl)ethoxy)methyl)-1H-pyrazole-3-carboxylic acid), CCN=C=NCCCN(C)C.Cl (EDC.HCl), [NH4+].[Cl-] (NH4Cl). The reagents and catalysts are CN(C1=CC=NC=C1)C (4-dimethylaminopyridine). Run in CN(C=O)C (N,N-dimethylformamide). Run at time 2 hour. The product is COC=1C(=NN(C1)COCC[Si](C)(C)C)C(=O)N (4-Methoxy-1-((2-(trimethylsilyl)ethoxy)methyl)-1H-pyrazole-3-carboxamide). Yield: 26.0%. Reaction SMILES: [CH3:1][O:2][C:3]1[C:4]([C:16]([OH:18])=O)=[N:5][N:6]([CH2:8][O:9][CH2:10][CH2:11][Si:12]([CH3:15])([CH3:14])[CH3:13])[CH:7]=1.CC[N:21]=C=NCCCN(C)C.Cl.[NH4+].[Cl-]>CN(C)C=O.CN(C)C1C=CN=CC=1>[CH3:1][O:2][C:3]1[C:4]([C:16]([NH2:21])=[O:18])=[N:5][N:6]([CH2:8][O:9][CH2:10][CH2:11][Si:12]([CH3:15])([CH3:14])[CH3:13])[CH:7]=1 |f:1.2,3.4|. Reported procedure: To a solution of 4-methoxy-1-((2-(trimethylsilyl)ethoxy)methyl)-1H-pyrazole-3-carboxylic acid (compound 280.4, 5 g, 18.4 mmol) in N,N-dimethylformamide (50 mL) were added EDC.HCl (7 g, 36.5 mmol), NH4Cl (1.97 g, 36.8 mmol) and 4-dimethylaminopyridine (8.95 g, 73.3 mmol). The mixture was stirred for 2 h at room temperature, then warmed to 50° C. for 3 h. The reaction mixture was quenched with 30 mL of NH4Cl (sat). The aqueous phase was extracted with 2×100 mL of ethyl acetate. The combined organi... Reactants: [Li]CCCC (n-BuLi), CN1C(=NC=C1C=O)C (1,2-dimethyl-1H-imidazole-5-carbaldehyde), N1(CCC1)C1=NC2=CC=C(C=C2C(=C1CC1=CC=C(C=C1)C(F)(F)F)Cl)Br (2-(Azetidin-1-yl)-6-bromo-4-chloro-3-(4-(trifluoromethyl)benzyl)quinoline), Intermediate 69. Reaction SMILES: [N:1]1([C:5]2[C:14]([CH2:15][C:16]3[CH:21]=[CH:20][C:19]([C:22]([F:25])([F:24])[F:23])=[CH:18][CH:17]=3)=[C:13]([Cl:26])[C:12]3[C:7](=[CH:8][CH:9]=[C:10](Br)[CH:11]=3)[N:6]=2)[CH2:4][CH2:3][CH2:2]1.[Li]CCCC.[CH3:33][N:34]1[C:38]([CH:39]=[O:40])=[CH:37][N:36]=[C:35]1[CH3:41]>C1COCC1>[N:1]1([C:5]2[C:14]([CH2:15][C:16]3[CH:21]=[CH:20][C:19]([C:22]([F:25])([F:24])[F:23])=[CH:18][CH:17]=3)=[C:13]([Cl:26])[C:12]3[C:7](=[CH:8][CH:9]=[C:10]([CH:39]([C:38]4[N:34]([CH3:33])[C:35]([CH3:41])=[N:36][CH:37]=4)[OH:40])[CH:11]=3)[N:6]=2)[CH2:4][CH2:3][CH2:2]1. Reaction conditions: temperature -78 celsius, time 10 minute. Procedure: 2-(Azetidin-1-yl)-6-bromo-4-chloro-3-(4-(trifluoromethyl)benzyl)quinoline (1.00 g, 2.19 mmol, Intermediate 69: step a) was dissolved in THF (20 mL) in a dry round bottom flask under an N2 atmosphere, then cooled to −78° C. in dry ice acetone bath. n-BuLi (1.6 M in hexanes, 1.74 mL, 2.79 mmol) was then added dropwise via syringe over approximately 5 minutes. The contents were stirred at −78° C. for approximately 10 minutes, then a solution of 1,2-dimethyl-1H-imidazole-5-carbaldehyde (0.30 g, 2.4 ... The product is N1(CCC1)C1=NC2=CC=C(C=C2C(=C1CC1=CC=C(C=C1)C(F)(F)F)Cl)C(O)C1=CN=C(N1C)C ({2-Azetidin-1-yl-4-chloro-3-[4-(trifluoromethyl)benzyl]quinolin-6-yl}(1,2-dimethyl-1H-imidazol-5-yl)methanol). Run in C1CCOC1 (THF), C1CCOC1 (THF), dry ice acetone. The reactants are Cl (hydrochloric acid), OC1=C(C=CC=C1)C1SC[C@H](N1)C(=O)O ((4R)-2-(2-Hydroxyphenyl)-4-thiazolidinecarboxylic acid), [OH-].[Na+] (sodium hydroxide), C(CCCCCCC(=O)Cl)(=O)Cl (octanedioyl dichloride). Run in C([O-])([O-])=O.[K+].[K+] (potassium carbonate). Yields the product C(=O)(O)CCCCCCC(=O)N1C(SC[C@H]1C(=O)O)C1=C(C=CC=C1)O ((4R)-3-(7-Carboxyheptanoyl)-2-(2-hydroxyphenyl)-4-thiazolidinecarboxylic acid). Yield: 61.0%. As a reaction SMILES: [OH:1][C:2]1[CH:7]=[CH:6][CH:5]=[CH:4][C:3]=1[CH:8]1[NH:12][C@H:11]([C:13]([OH:15])=[O:14])[CH2:10][S:9]1.[OH-:16].[Na+].[C:18](Cl)(=[O:28])[CH2:19][CH2:20][CH2:21][CH2:22][CH2:23][CH2:24][C:25](Cl)=[O:26].Cl>C(=O)([O-])[O-].[K+].[K+]>[C:18]([CH2:19][CH2:20][CH2:21][CH2:22][CH2:23][CH2:24][C:25]([N:12]1[C@H:11]([C:13]([OH:15])=[O:14])[CH2:10][S:9][CH:8]1[C:3]1[CH:4]=[CH:5][CH:6]=[CH:7][C:2]=1[OH:1])=[O:26])([OH:28])=[O:16] |f:1.2,5.6.7|. Reported procedure: (4R)-2-(2-Hydroxyphenyl)-4-thiazolidinecarboxylic acid (6.8 g), in N sodium hydroxide (30 ml) and octanedioyl dichloride (6.3 g), were added dropwise to 1M potassium carbonate (60 ml) with stirring under ice-cooling. After the addition, the reaction mixture was stirred for 1 hour at the same temperature and for additional 1 hour at room temperature. The solution was acidified with dilute hydrochloric acid, and extracted with ethyl acetate. The organic layer was washed with saturated sodium chlor... Starting materials: N(NC(=O)OC(C)(C)C)C(=O)OCC1=C(C=C(C=C1)CCC=1N=C(SC1)NC(C)=O)F (4-{2-[2-(acetylamino)-1,3-thiazol-4-yl]ethyl}-2-fluorobenzyl tert-butyl hydrazine-1,2-dicarboxylate), O1CCOCC1.Cl (hydrogen chloride dioxane). Solvent: ClCCl (dichloromethane). Run at time 2 hour. The product is Cl.N(N)C(=O)OCC1=C(C=C(C=C1)CCC=1N=C(SC1)NC(C)=O)F (4-{2-[2-(acetylamino)-1,3-thiazol-4-yl]ethyl}-2-fluorobenzyl hydrazinecarboxylate hydrochloride). RXN SMILES: [NH:1]([C:10]([O:12][CH2:13][C:14]1[CH:19]=[CH:18][C:17]([CH2:20][CH2:21][C:22]2[N:23]=[C:24]([NH:27][C:28](=[O:30])[CH3:29])[S:25][CH:26]=2)=[CH:16][C:15]=1[F:31])=[O:11])[NH:2]C(OC(C)(C)C)=O.O1CCOCC1.[ClH:38]>ClCCl>[ClH:38].[NH:1]([C:10]([O:12][CH2:13][C:14]1[CH:19]=[CH:18][C:17]([CH2:20][CH2:21][C:22]2[N:23]=[C:24]([NH:27][C:28](=[O:30])[CH3:29])[S:25][CH:26]=2)=[CH:16][C:15]=1[F:31])=[O:11])[NH2:2] |f:1.2,4.5|. Procedure details: To a suspension of 4-{2-[2-(acetylamino)-1,3-thiazol-4-yl]ethyl}-2-fluorobenzyl tert-butyl hydrazine-1,2-dicarboxylate (147.0 mg, 0.325 mmol) in anhydrous dichloromethane (2 ml) was added 4M hydrogen chloride dioxane solution (2 ml). After stirring at room temperature for 2 hr, and the mixture was concentrated under reduced pressure. Ethyl acetate was added to the concentrated residue, and the mixture was concentrated again under reduced pressure. This operation was performed 3 times to remove h... Starting materials: CC(=O)[O-], CCO, Cc1nc(Cl)ccc1C=O, Cl, NO, [Na+]. The product is Cc1nc(Cl)ccc1C=NO. RXN SMILES: [CH3:15][C:16](=[O:17])[O-:18].[CH3:19][CH2:20][OH:21].[Cl:1][c:2]1[n:3][c:4]([CH3:10])[c:5]([CH:6]=[O:7])[cH:8][cH:9]1.[ClH:11].[NH2:12][OH:13].[Na+:14]>>[Cl:1][c:2]1[n:3][c:4]([CH3:10])[c:5]([CH:6]=[N:12][OH:13])[cH:8][cH:9]1. The reactants are COCCBr, CCc1n[nH]c(CC)c1Oc1cccc(C#N)c1, CN(C)C=O, [H-], [Na+]. Yields the product CCc1nn(CCOC)c(CC)c1Oc1cccc(C#N)c1. As a reaction SMILES: [Br:21][CH2:22][CH2:23][O:24][CH3:25].[CH2:3]([CH3:4])[c:5]1[n:6][nH:7][c:8]([CH2:19][CH3:20])[c:9]1[O:10][c:11]1[cH:12][c:13]([C:14]#[N:15])[cH:16][cH:17][cH:18]1.[CH3:26][N:27]([CH3:28])[CH:29]=[O:30].[H-:1].[Na+:2]>>[CH2:3]([CH3:4])[c:5]1[n:6][n:7]([CH2:22][CH2:23][O:24][CH3:25])[c:8]([CH2:19][CH3:20])[c:9]1[O:10][c:11]1[cH:12][c:13]([C:14]#[N:15])[cH:16][cH:17][cH:18]1. The reagents and catalysts are C=1C=CC(=CC1)[P](C=2C=CC=CC2)(C=3C=CC=CC3)[Pd]([P](C=4C=CC=CC4)(C=5C=CC=CC5)C=6C=CC=CC6)([P](C=7C=CC=CC7)(C=8C=CC=CC8)C=9C=CC=CC9)[P](C=1C=CC=CC1)(C=1C=CC=CC1)C=1C=CC=CC1 (Pd(PPh3)4). As a reaction SMILES: Br[C:2]1[CH:3]=[C:4]([C:26]([CH3:29])([CH3:28])[CH3:27])[C:5]([O:24][CH3:25])=[C:6](/[CH:8]=[CH:9]/[C:10]2[CH:15]=[CH:14][C:13]([NH:16][S:17]([CH3:20])(=[O:19])=[O:18])=[CH:12][C:11]=2[CH2:21][O:22][CH3:23])[CH:7]=1.[CH3:30][O:31][C:32]1[C:37](B(O)O)=[CH:36][CH:35]=[C:34]([O:41][CH3:42])[N:33]=1.C([O-])([O-])=O.[Na+].[Na+]>CO.C(Cl)Cl.C1C=CC([P]([Pd]([P](C2C=CC=CC=2)(C2C=CC=CC=2)C2C=CC=CC=2)([P](C2C=CC=CC=2)(C2C=CC=CC=2)C2C=CC=CC=2)[P](C2C=CC=CC=2)(C2C=CC=CC=2)C2C=CC=CC=2)(C2C=CC=CC=2)C2C=CC=CC=2)=CC=1>[C:26]([C:4]1[C:5]([O:24][CH3:25])=[C:6](/[CH:8]=[CH:9]/[C:10]2[CH:15]=[CH:14][C:13]([NH:16][S:17]([CH3:20])(=[O:18])=[O:19])=[CH:12][C:11]=2[CH2:21][O:22][CH3:23])[CH:7]=[C:2]([C:37]2[C:32]([O:31][CH3:30])=[N:33][C:34]([O:41][CH3:42])=[CH:35][CH:36]=2)[CH:3]=1)([CH3:27])([CH3:28])[CH3:29] |f:2.3.4,^1:57,59,78,97|. Procedure details: step 1—A sealed tube containing 315 (117 mg, 0.243 mmol), 2,6-dimethoxy-pyridin-3-yl boronic acid (53 mg, 0.290 mmol, CASRN 221006-70-8), Pd(PPh3)4 (28 mg, 0.024 mmol), Na2CO3 (76 mg, 0.717 mmol) in a mixture of MeOH (3 mL) and DCM (1 mL) was irradiated in a microwave reactor at 115° C. for 30 minutes. The reaction mixture was concentrated, diluted with EtOAc, washed with brine and dried (Na2SO4), filtered and concentrated. The crude product was purified by SiO2 chromatography eluting with an Et... Yields the product C(C)(C)(C)C=1C(=C(C=C(C1)C=1C(=NC(=CC1)OC)OC)/C=C/C1=C(C=C(C=C1)NS(=O)(=O)C)COC)OC (N-(4-{(E)-2-[3-tert-butyl-5-(2,6-dimethoxy-pyridin-3-yl)-2-methoxy-phenyl]-vinyl}-3-methoxymethyl-phenyl) methanesulfonamide). The reactants are BrC=1C=C(C(=C(C1)/C=C/C1=C(C=C(C=C1)NS(=O)(=O)C)COC)OC)C(C)(C)C (N-{4-[(E)-2-(5-bromo-3-tert-butyl-2-methoxy-phenyl)-vinyl]-3-methoxymethyl-phenyl}-methanesulfonamide), COC1=NC(=CC=C1B(O)O)OC (2,6-dimethoxy-pyridin-3-yl boronic acid), C(=O)([O-])[O-].[Na+].[Na+] (Na2CO3). Isolated yield 79.2%. The solvent is CO (MeOH), C(Cl)Cl (DCM).